Dataset: the Open Reaction Database (ORD), a public repository of structured organic reaction records. Task: describe an organic reaction: reactants, conditions, products, and yield Reactants: CN(C)CC1N2CCC(C1=NO)CC2 (2-(dimethylaminomethyl)-1-azabicyclo[2.2.2]octan-3-one oxime). The reagents and catalysts are [Ni] (Raney Nickel). The solvent is C(C)O (ethanol). Conditions: time 18 hour. The product is CN(C)CC1N2CCC(C1N)CC2 (2-[(Dimethylamino)methyl]-1-azabicyclo[2.2.2]octan-3-amine). Isolated yield 77.9%. Reaction SMILES: [CH3:1][N:2]([CH2:4][CH:5]1[C:10](=[N:11]O)[CH:9]2[CH2:13][CH2:14][N:6]1[CH2:7][CH2:8]2)[CH3:3]>[Ni].C(O)C>[CH3:3][N:2]([CH2:4][CH:5]1[CH:10]([NH2:11])[CH:9]2[CH2:13][CH2:14][N:6]1[CH2:7][CH2:8]2)[CH3:1]. Reported procedure: A solution of 2-(dimethylaminomethyl)-1-azabicyclo[2.2.2]octan-3-one oxime (3.55 g, 18 mmoles) in reagent grade ethanol (150 ml) was treated with Raney Nickel and hydrogenated in a Parr apparatus at room temperature and 55-58 psi for 18 hours. The product solution was filtered through Celite®, concentrated in vacuo, and subjected to bulb-to-bulb distillation (bp 100°-120° C. at 0.30 mm Hg) to provide 2.57 g (78%) of a colorless oil. The product was shown to be a mixture of cis:trans (1:3) isomer... Reactants: C(C)(C)S(=O)(=O)Cl (isopropylsulfonyl chloride), CCN(C(C)C)C(C)C (DIPEA), FC(C(=O)[O-])(F)F.C(N)(=O)C=1C(=NN(C1)C1(CC[NH2+]CC1)CC#N)NC1=CC=CC=C1 (4-[4-carbamoyl-3-(phenylamino)-1H-pyrazol-1-yl]-4-(cyanomethyl)piperidinium trifluoroacetate). Reagents/catalysts: CN(C)C=1C=CN=CC1 (DMAP). Run in CC#N (MeCN), CS(=O)C (DMSO). Run at time 1 hour. The product is C(#N)CC1(CCN(CC1)S(=O)(=O)C(C)C)N1N=C(C(=C1)C(=O)N)NC1=CC=CC=C1 (1-[4-(Cyanomethyl)-1-(isopropylsulfonyl)piperidin-4-yl]-3-(phenylamino)-1H-pyrazole-4-carboxamide). As a reaction SMILES: FC(F)(F)C([O-])=O.[C:8]([C:11]1[C:12]([NH:25][C:26]2[CH:31]=[CH:30][CH:29]=[CH:28][CH:27]=2)=[N:13][N:14]([C:16]2([CH2:22][C:23]#[N:24])[CH2:21][CH2:20][NH2+:19][CH2:18][CH2:17]2)[CH:15]=1)(=[O:10])[NH2:9].CCN(C(C)C)C(C)C.[CH:41]([S:44](Cl)(=[O:46])=[O:45])([CH3:43])[CH3:42]>CC#N.CN(C1C=CN=CC=1)C.CS(C)=O>[C:23]([CH2:22][C:16]1([N:14]2[CH:15]=[C:11]([C:8]([NH2:9])=[O:10])[C:12]([NH:25][C:26]3[CH:31]=[CH:30][CH:29]=[CH:28][CH:27]=3)=[N:13]2)[CH2:21][CH2:20][N:19]([S:44]([CH:41]([CH3:43])[CH3:42])(=[O:46])=[O:45])[CH2:18][CH2:17]1)#[N:24] |f:0.1|. Reported procedure: To a suspension of 4-[4-carbamoyl-3-(phenylamino)-1H-pyrazol-1-yl]-4-(cyanomethyl)piperidinium trifluoroacetate (Intermediate #38-1) (30 mg, 0.068 mmol) in MeCN (0.50 mL) was added DIPEA (0.030 mL, 0.17 mmol) and DMAP (12 mg, 0.10 mmol). To this mixture was added isopropylsulfonyl chloride (0.008 mL, 0.1 mmol). The resulting mixture was allowed to stir at ambient temperature for 1 hour before it was diluted with DMSO (1.0 mL) and purified directly by reverse-phase preparative HPLC (using a gradi... Starting materials: CO, Cc1ccc(NS(=O)(=O)c2ccc(N)c([N+](=O)[O-])c2)cc1C. Yields the product Cc1ccc(NS(=O)(=O)c2ccc(N)c(N)c2)cc1C. As a reaction SMILES: [CH3:23][OH:24].[NH2:1][c:2]1[c:3]([N+:20]([O-:21])=[O:22])[cH:4][c:5]([S:8](=[O:9])(=[O:10])[NH:11][c:12]2[cH:13][c:14]([CH3:19])[c:15]([CH3:18])[cH:16][cH:17]2)[cH:6][cH:7]1>>[NH2:1][c:2]1[c:3]([NH2:20])[cH:4][c:5]([S:8](=[O:9])(=[O:10])[NH:11][c:12]2[cH:13][c:14]([CH3:19])[c:15]([CH3:18])[cH:16][cH:17]2)[cH:6][cH:7]1. Starting materials: C(C)O (ethanol), C(C1=CC(OC)=C(OC)C=C1)(=O)CC(=O)OCC (ethyl veratroylacetate), CNC(=O)NC (N,N'-dimethylurea). Reagents/catalysts: Cl (hydrochloric acid), Cl (hydrochloric acid). Solvent: O (water). Conditions: temperature 120 celsius. Yields the product COC=1C=C(C=CC1OC)C1=CC(N(C(N1C)=O)C)=O (6-(3,4-dimethoxyphenyl)-1,3-dimethyl-2,4(1H,3H)pyrimidinedione). Yield: 69.4%. Reaction SMILES: [C:1]([CH2:13][C:14]([O:16]CC)=O)(=O)[C:2]1[CH:11]=[CH:10][C:7]([O:8][CH3:9])=[C:4]([O:5][CH3:6])[CH:3]=1.[CH3:19][NH:20][C:21]([NH:23][CH3:24])=[O:22].C(O)C>Cl.O>[CH3:6][O:5][C:4]1[CH:3]=[C:2]([C:1]2[N:23]([CH3:24])[C:21](=[O:22])[N:20]([CH3:19])[C:14](=[O:16])[CH:13]=2)[CH:11]=[CH:10][C:7]=1[O:8][CH3:9]. Reported procedure: To a mixture of ethyl veratroylacetate (10 g) and N,N'-dimethylurea (3.84 g) were added conc. hydrochloric acid (1 drop) and ethanol (1 ml). The mixture was heated at 120° C. for 3.5 hours under reduced pressure. To the residue was added another conc. hydrochloric acid (2 drops) and the mixture was heated again at 120° C. for 4 hours under reduced pressure. To the reaction mixture was added water and extracted with ethyl acetate. The extract was dried over magnesium sulfate and evaporated under ... The reactants are ClC1=NC(=C(C=C1C(F)(F)F)Cl)OCC#C (2,5-dichloro-6-propargyloxy-3-trifluoromethylpyridine), C1COCCOCCOCCOCCOCCO1 (18-crown-6), [F-].[K+] (potassium fluoride), S1(=O)(=O)CCCC1 (sulfolane). Run in C(C)(C)(C)OC (methyl tert-butyl ether). Conditions: time 5 hour. Product: ClC=1C(=NC(=C(C1)C(F)(F)F)F)OCC#C (3-Chloro-6-fluoro-2-propargyloxy-5-trifluoromethylpyridine). Reaction SMILES: Cl[C:2]1[C:7]([C:8]([F:11])([F:10])[F:9])=[CH:6][C:5]([Cl:12])=[C:4]([O:13][CH2:14][C:15]#[CH:16])[N:3]=1.C1OCCOCCOCCOCCOCCOC1.[F-:35].[K+].S1(CCCC1)(=O)=O>C(OC)(C)(C)C>[Cl:12][C:5]1[C:4]([O:13][CH2:14][C:15]#[CH:16])=[N:3][C:2]([F:35])=[C:7]([C:8]([F:11])([F:10])[F:9])[CH:6]=1 |f:2.3|. Reported procedure: 47.3 g (0.175 mol) of 2,5-dichloro-6-propargyloxy-3-trifluoromethylpyridine, 0.5 g (1.89 mmol) of 18-crown-6 and 15.2 g (0.263 mol) of potassium fluoride were added to 150 ml of sulfolane and the mixture was stirred for 5 hours at 150°-155° C. After cooling, the reaction mixture was stirred with methyl tert-butyl ether and separated from the inorganic precipitate. The filtrate was extracted four times using water, dried and concentrated. The residue together with methylene chloride was filtered ...